The task is: describe an organic reaction: reactants, conditions, products, and yield. This data is from the Open Reaction Database (ORD), a public repository of structured organic reaction records. The reactants are C(C)(C)I (i-Propyl iodide), C(C)(=O)O[C@H]1C=CO[C@H]([C@@H]1OC(C)=O)C (3,4-di-O-acetyl-6-deoxy-L-glucal), [OH-].[Na+] (NaOH), CS(=O)C (DMSO). Reagents/catalysts: S(=O)(=O)(O)[O-].C(CCC)[N+](CCCC)(CCCC)CCCC (tetrabutylammonium hydrogen sulfate). The product is C(C)(C)O[C@H]1C=CO[C@H]([C@@H]1OC(C)C)C (3,4-Di-O-i-propyl-6-deoxy-L-glucal). Yield: 3.5%. Reaction SMILES: [CH:1](I)([CH3:3])[CH3:2].C([O:8][C@@H:9]1[C@@H:14]([O:15][C:16](=O)[CH3:17])[C@H:13]([CH3:19])[O:12][CH:11]=[CH:10]1)(=O)C.[OH-].[Na+].[CH3:22]S(C)=O>S([O-])(O)(=O)=O.C([N+](CCCC)(CCCC)CCCC)CCC>[CH:1]([O:8][C@@H:9]1[C@@H:14]([O:15][CH:16]([CH3:17])[CH3:22])[C@H:13]([CH3:19])[O:12][CH:11]=[CH:10]1)([CH3:3])[CH3:2] |f:2.3,5.6|. Procedure details: i-Propyl iodide (40 mL, 0.40 mol), 3,4-di-O-acetyl-6-deoxy-L-glucal (4.28 g, 0.20 mol), 50% aqueous NaOH (43 mL, 0.81 mol) and DMSO (11.4 mL, 0.16 mol) were added sequentially to a 300 mL round-bottom, three-neck flask equipped with an overhead stirrer. Stirring was begun and tetrabutylammonium hydrogen sulfate (2.04 g, 0.006 mol) added in a single portion. The mixture was stirred for 67 h. at room temperature and for 24 h at reflux temperature. The mixture was cooled to room temperature and par... The reactants are [N+](=O)([O-])C1=CC=C(C=C1)OC(\C=C\C=C(\C1=CC=C(C=C1)OC)/C1=C(C=CC=C1)OC)=O ((2E,4Z)-5-(2-methoxyphenyl)-5-(4-methoxyphenyl)-2,4-pentadienoic acid 4-nitrophenyl ester), N1=CC(=CC=C1)CCCCN (3-pyridinebutanamine). The product is COC1=C(C=CC=C1)\C(=C/C=C/C(=O)NCCCCC=1C=NC=CC1)\C1=CC=C(C=C1)OC ((2E,4Z)-5-(2-methoxyphenyl)-5-(4-methoxyphenyl)-N-[4-(3-pyridinyl)butyl]-2,4-pentadienamide). As a reaction SMILES: [N+](C1C=CC([O:10][C:11](=O)/[CH:12]=[CH:13]/[CH:14]=[C:15](\[C:24]2[CH:29]=[CH:28][CH:27]=[CH:26][C:25]=2[O:30][CH3:31])/[C:16]2[CH:21]=[CH:20][C:19]([O:22][CH3:23])=[CH:18][CH:17]=2)=CC=1)([O-])=O.[N:33]1[CH:38]=[CH:37][CH:36]=[C:35]([CH2:39][CH2:40][CH2:41][CH2:42][NH2:43])[CH:34]=1>>[CH3:31][O:30][C:25]1[CH:26]=[CH:27][CH:28]=[CH:29][C:24]=1/[C:15](/[C:16]1[CH:17]=[CH:18][C:19]([O:22][CH3:23])=[CH:20][CH:21]=1)=[CH:14]\[CH:13]=[CH:12]\[C:11]([NH:43][CH2:42][CH2:41][CH2:40][CH2:39][C:35]1[CH:34]=[N:33][CH:38]=[CH:37][CH:36]=1)=[O:10]. Reported procedure: As before in Example 134, a solution of (2E,4Z)-5-(2-methoxyphenyl)-5-(4-methoxyphenyl)-2,4-pentadienoic acid 4-nitrophenyl ester (0.82 g) and 3-pyridinebutanamine (0.33 g) in tetrahydrofruan (7 mL) was stirred overnight at room temperature. After the usual work up. the crude product was purified by HPLC (ethyl acetate) and lyophilized from benzene to give 0.81 g of (2E,4Z)-5-(2-methoxyphenyl)-5-(4-methoxyphenyl)-N-[4-(3-pyridinyl)butyl]-2,4-pentadienamide as an amorphous solid. Yield: 96.3%. Starting materials: Cl\C=C/Cl (cis-1,2-dichloroethylene), C(CCC)N (butylamine), O(C1=CC=CC=C1)CC#C (Phenoxy-2-propyne). The reagents and catalysts are [Cu]I (CuI), C=1C=CC(=CC1)[P](C=2C=CC=CC2)(C=3C=CC=CC3)[Pd]([P](C=4C=CC=CC4)(C=5C=CC=CC5)C=6C=CC=CC6)([P](C=7C=CC=CC7)(C=8C=CC=CC8)C=9C=CC=CC9)[P](C=1C=CC=CC1)(C=1C=CC=CC1)C=1C=CC=CC1 (Pd(PPh3)4). Solvent: C1CCOC1 (THF). Reaction conditions: time 5.5 hour. The product is Cl\C=C/C#CCOC1=CC=CC=C1 ((Z)-5-chloro-1-phenoxy-4-pentene-2-yne). Isolated yield 67.6%. Reaction SMILES: [Cl:1]/[CH:2]=[CH:3]\Cl.C(N)CCC.[O:10]([CH2:17][C:18]#[CH:19])[C:11]1[CH:16]=[CH:15][CH:14]=[CH:13][CH:12]=1>[Cu]I.C1C=CC([P]([Pd]([P](C2C=CC=CC=2)(C2C=CC=CC=2)C2C=CC=CC=2)([P](C2C=CC=CC=2)(C2C=CC=CC=2)C2C=CC=CC=2)[P](C2C=CC=CC=2)(C2C=CC=CC=2)C2C=CC=CC=2)(C2C=CC=CC=2)C2C=CC=CC=2)=CC=1.C1COCC1>[Cl:1]/[CH:2]=[CH:3]\[C:19]#[C:18][CH2:17][O:10][C:11]1[CH:16]=[CH:15][CH:14]=[CH:13][CH:12]=1 |^1:25,27,46,65|. Reported procedure: To a 1 L flask under Argon was added CuI (7.86 g, 41.2 mmol) and Pd(PPh3)4 (5 g, 4.3 mmol). The catalyst was covered With 600 mL of degassed THF, cis-1,2-dichloroethylene (50 g, 516 mmol), and butylamine (68 mL, 688 mmol). Phenoxy-2-propyne (45g, 340 mmol) was added neat over 10 min and the reaction mixture stirred for 5.5 h. Air was bubbled through the reaction mixture for 15 min and the reaction filtered through a pad of celite and washed with pentane. The filtrate was washed with water and br... Reactants: O[C@@H](C)[C@@H](CCC1=C(C=CC=C1)O)N1C=NC(=C1)C(=O)N (1-[(2S,3R)-2-hydroxy-5-(2-hydroxyphenyl)-3-pentyl]imidazole-4-carboxamide), BrCCCCCCN1C(C=2C(C1=O)=CC=CC2)=O (1-bromo-6-phthalimidohexane), C([O-])([O-])=O.[K+].[K+] (potassium carbonate). Solvent: CN(C=O)C (N,N-dimethylformamide), C(C)(=O)OCC (ethyl acetate). Run at time 8 hour. Yields the product O[C@@H](C)[C@@H](CCC1=C(C=CC=C1)OCCCCCCN1C(C=2C(C1=O)=CC=CC2)=O)N2C=NC(=C2)C(=O)N (1-{(2S,3R)-2-hydroxy-5-[2-(6-phthalimidohexyloxy)phenyl]-3-pentyl}imidazole-4-carboxamide). Isolated yield 111.1%. As a reaction SMILES: [OH:1][C@H:2]([C@H:4]([N:14]1[CH:18]=[C:17]([C:19]([NH2:21])=[O:20])[N:16]=[CH:15]1)[CH2:5][CH2:6][C:7]1[CH:12]=[CH:11][CH:10]=[CH:9][C:8]=1[OH:13])[CH3:3].Br[CH2:23][CH2:24][CH2:25][CH2:26][CH2:27][CH2:28][N:29]1[C:33](=[O:34])[C:32]2=[CH:35][CH:36]=[CH:37][CH:38]=[C:31]2[C:30]1=[O:39].C(=O)([O-])[O-].[K+].[K+]>CN(C)C=O.C(OCC)(=O)C>[OH:1][C@H:2]([C@H:4]([N:14]1[CH:18]=[C:17]([C:19]([NH2:21])=[O:20])[N:16]=[CH:15]1)[CH2:5][CH2:6][C:7]1[CH:12]=[CH:11][CH:10]=[CH:9][C:8]=1[O:13][CH2:23][CH2:24][CH2:25][CH2:26][CH2:27][CH2:28][N:29]1[C:33](=[O:34])[C:32]2=[CH:35][CH:36]=[CH:37][CH:38]=[C:31]2[C:30]1=[O:39])[CH3:3] |f:2.3.4|. Procedure details: A mixture of 1-[(2S,3R)-2-hydroxy-5-(2-hydroxyphenyl)-3-pentyl]imidazole-4-carboxamide (0.11 g), 1-bromo-6-phthalimidohexane (0.47 g) and potassium carbonate (0.42 g) in N,N-dimethylformamide (5 ml) was stirred overnight at room temperature. The mixture was taken up in ethyl acetate, washed three times with water, dried, and evaporated. The residue was purified by column chromatography on silica gel, eluting with a mixture of dichloromethane and methanol (20:1) to give a white powder of 1-{(2S,3... Reactants: C1(CC1)N1C=CC2=C(C=C(C=C12)C(=O)O)C1=NN=NN1 (1-cyclopropyl-4-(tetrazol-5-yl)-1H-indole-6-carboxylic acid), CN1N=CC=C1NC=1C=C2CCC3(CCNCC3)OC2=CC1 (6-[(1-methyl-1H-pyrazol-5-yl)amino]spiro[chroman-2,4′-piperidin)), Cl (hydrochloride), CCN=C=NCCCN(C)C.Cl (WSC hydrochloride), C=1C=CC2=C(C1)N=NN2O (HOBT). Run in CN(C)C=O (DMF), O (water), C(C)N(CC)CC (Triethylamine), O (Water). Reaction conditions: temperature 90 celsius, time 30 minute. The product is C1(CC1)N1C=CC2=C(C=C(C=C12)C(=O)N1CCC2(CC1)OC1=CC=C(C=C1C(C2)=O)NC2=CC=NN2C)C2=NN=NN2 (1′-{[1-Cyclopropyl-4-(tetrazol-5-yl)-1H-indol-6-yl]carbonyl}-6-[(1-methyl-1H-pyrazol-5-yl)amino]spiro[chroman-2,4′-piperidin]-4-one). RXN SMILES: [CH:1]1([N:4]2[C:12]3[C:7](=[C:8]([C:16]4[NH:20][N:19]=[N:18][N:17]=4)[CH:9]=[C:10]([C:13]([OH:15])=O)[CH:11]=3)[CH:6]=[CH:5]2)[CH2:3][CH2:2]1.[CH3:21][N:22]1[C:26]([NH:27][C:28]2[CH:29]=[C:30]3[C:40](=[CH:41][CH:42]=2)[O:39][C:33]2([CH2:38][CH2:37][NH:36][CH2:35][CH2:34]2)[CH2:32][CH2:31]3)=[CH:25][CH:24]=[N:23]1.Cl.CCN=C=NCCCN(C)C.Cl.C1C=CC2N([OH:65])N=NC=2C=1>O.CN(C=O)C.C(N(CC)CC)C>[CH:1]1([N:4]2[C:12]3[C:7](=[C:8]([C:16]4[NH:20][N:19]=[N:18][N:17]=4)[CH:9]=[C:10]([C:13]([N:36]4[CH2:35][CH2:34][C:33]5([CH2:32][C:31](=[O:65])[C:30]6[C:40](=[CH:41][CH:42]=[C:28]([NH:27][C:26]7[N:22]([CH3:21])[N:23]=[CH:24][CH:25]=7)[CH:29]=6)[O:39]5)[CH2:38][CH2:37]4)=[O:15])[CH:11]=3)[CH:6]=[CH:5]2)[CH2:3][CH2:2]1 |f:3.4|. Procedure: Triethylamine and water (1.5 mL) were added to a DMF (6 mL) solution of 1-cyclopropyl-4-(tetrazol-5-yl)-1H-indole-6-carboxylic acid (348 mg), 6-[(1-methyl-1H-pyrazol-5-yl)amino]spiro[chroman-2,4′-piperidin)]one hydrochloride, WSC hydrochloride and HOBT, and stirred at 90° C. for 30 minutes. Water was added to it at room temperature to obtain a white precipitate. This was dried under reduced pressure, washed with a mixed solvent of methanol and diethyl ether, and again dried under reduced pressur... The reactants are Cl (hydrochloric acid), CC1=NN(C(=C1)C)C1=C(C=C(C=C1)C(=O)OC)O (methyl 4-(3,5-dimethyl-1H-pyrazol-1-yl)-3-hydroxybenzene carboxylate), O (water), [OH-].[Na+] (sodium hydroxide). The solvent is CO (methanol). Run at time 3.5 hour. Product: CC1=NN(C(=C1)C)C1=C(C=C(C=C1)C(=O)O)O (4-(3,5-Dimethyl-1H-pyrazol-1-yl)-3-hydroxybenzene carboxylic acid). Yield: 43.3%. As a reaction SMILES: [CH3:1][C:2]1[CH:6]=[C:5]([CH3:7])[N:4]([C:8]2[CH:13]=[CH:12][C:11]([C:14]([O:16]C)=[O:15])=[CH:10][C:9]=2[OH:18])[N:3]=1.[OH-].[Na+].O.Cl>CO>[CH3:1][C:2]1[CH:6]=[C:5]([CH3:7])[N:4]([C:8]2[CH:13]=[CH:12][C:11]([C:14]([OH:16])=[O:15])=[CH:10][C:9]=2[OH:18])[N:3]=1 |f:1.2|. Procedure details: 100 mg of methyl 4-(3,5-dimethyl-1H-pyrazol-1-yl)-3-hydroxybenzene carboxylate was dissolved in 1 ml of methanol, and 1.6 ml of 1N-sodium hydroxide was added at room temperature and stirred for 3.5 hours. To the reaction mixture, 20 ml of water was added, neutralized with 1N-hydrochloric acid, and extracted with 20 ml of ethyl acetate. After the organic layer was dried over anhydrous magnesium sulfate, the solvent was distilled off under reduced pressure to yield 40.8 mg of the title compound.